Dataset: the Open Reaction Database (ORD), a public repository of structured organic reaction records. Task: describe an organic reaction: reactants, conditions, products, and yield Reactants: CS(C)=O, NCCCc1ccc(C(N)=O)s1, O, c1ccc(OCC2CO2)cc1. Yields the product NC(=O)c1ccc(CCCNCC(O)COc2ccccc2)s1. RXN SMILES: [CH3:25][S:26]([CH3:27])=[O:28].[NH2:1][CH2:2][CH2:3][CH2:4][c:5]1[cH:6][cH:7][c:8]([C:10](=[O:11])[NH2:12])[s:9]1.[OH2:24].[c:13]1([O:19][CH2:20][CH:21]2[CH2:22][O:23]2)[cH:14][cH:15][cH:16][cH:17][cH:18]1>>[NH:1]([CH2:2][CH2:3][CH2:4][c:5]1[cH:6][cH:7][c:8]([C:10](=[O:11])[NH2:12])[s:9]1)[CH2:22][CH:21]([CH2:20][O:19][c:13]1[cH:14][cH:15][cH:16][cH:17][cH:18]1)[OH:23]. Yields the product ClC1=CC=C(C=C1)N1N=CC(=C1C)C(=O)NC1=CC(=C(C=C1)N1CCC(CC1)NCCOC)C#N (1-(4-Chlorophenyl)-N-{3-cyano-4-[4-(2-methoxyethylamino)piperidin-1-yl]phenyl}-5-methylpyrazole-4-carboxamide). The reactants are ClC1=CC=C(C=C1)N1N=CC(=C1C)C(=O)Cl (1-(4-chlorophenyl)-5-methylpyrazole-4-carboxylic chloride), NC=1C=CC(=C(C#N)C1)N1CCC(CC1)N(CCOC)C(=O)OC(C)(C)C (5-amino-2-[4-[N-tert-butoxycarbonyl-N-(2-methoxyethyl) amino]piperidin-1-yl]benzonitrile). Reaction SMILES: [Cl:1][C:2]1[CH:7]=[CH:6][C:5]([N:8]2[C:12]([CH3:13])=[C:11]([C:14](Cl)=[O:15])[CH:10]=[N:9]2)=[CH:4][CH:3]=1.[NH2:17][C:18]1[CH:19]=[CH:20][C:21]([N:26]2[CH2:31][CH2:30][CH:29]([N:32](C(OC(C)(C)C)=O)[CH2:33][CH2:34][O:35][CH3:36])[CH2:28][CH2:27]2)=[C:22]([CH:25]=1)[C:23]#[N:24]>>[Cl:1][C:2]1[CH:7]=[CH:6][C:5]([N:8]2[C:12]([CH3:13])=[C:11]([C:14]([NH:17][C:18]3[CH:19]=[CH:20][C:21]([N:26]4[CH2:31][CH2:30][CH:29]([NH:32][CH2:33][CH2:34][O:35][CH3:36])[CH2:28][CH2:27]4)=[C:22]([C:23]#[N:24])[CH:25]=3)=[O:15])[CH:10]=[N:9]2)=[CH:4][CH:3]=1. Procedure: By the reaction and treatment in the same manner as in Example 151 using 1-(4-chlorophenyl)-5-methylpyrazole-4-carboxylic chloride (0.6 g) and 5-amino-2-[4-[N-tert-butoxycarbonyl-N-(2-methoxyethyl) amino]piperidin-1-yl]benzonitrile (0.9 g), the title compound (0.6 g) was obtained, melting point: 194° C. Yield: 51.7%. Starting materials: COCC(=O)O, CN(C)c1ccncc1, ClCCl, COCOc1ccc2c3c1OC1C(O)C=CC4C(C2)N(C)CCC341. Yields the product COCOc1ccc2c3c1OC1C(OC(=O)COC)C=CC4C(C2)N(C)CCC341. Reaction SMILES: [CH3:25][O:26][CH2:27][C:28](=[O:29])[OH:30].[CH3:31][N:32]([CH3:33])[c:34]1[cH:35][cH:36][n:37][cH:38][cH:39]1.[Cl:40][CH2:41][Cl:42].[O:1]1[c:2]2[c:3]([O:21][CH2:22][O:23][CH3:24])[cH:4][cH:5][c:6]3[c:15]2[C:14]24[CH:9]([CH:8]([CH2:7]3)[N:18]([CH3:19])[CH2:17][CH2:16]2)[CH:10]=[CH:11][CH:12]([OH:20])[CH:13]14>>[O:1]1[c:2]2[c:3]([O:21][CH2:22][O:23][CH3:24])[cH:4][cH:5][c:6]3[c:15]2[C:14]24[CH:9]([CH:8]([CH2:7]3)[N:18]([CH3:19])[CH2:17][CH2:16]2)[CH:10]=[CH:11][CH:12]([O:20][C:28]([CH2:27][O:26][CH3:25])=[O:29])[CH:13]14. The reactants are intermediate 1.4, C1CCOC1 (THF), C(C1=CC=CC=C1)#N (benzonitrile), C1CCOC1 (THF), CC1(NC(CCC1)(C)C)C (2,2,6,6-tetramethylpiperidine), C1CCOC1 (THF), C(CCC)[Li] (n-butyllithium). Run at temperature -56 celsius. Yields the product CC=1NC(=CC(C1)=O)C1=CC=CC=C1 (2-methyl-6-phenyl-1H-pyridin-4-one). Reaction SMILES: C[C:2]1([CH3:10])[CH2:7][CH2:6][CH2:5][C:4]([CH3:9])(C)[NH:3]1.C([Li])CCC.[C:16](#N)[C:17]1C=C[CH:20]=[CH:19][CH:18]=1.C1C[O:27]CC1>>[CH3:9][C:4]1[NH:3][C:2]([C:10]2[CH:20]=[CH:19][CH:18]=[CH:17][CH:16]=2)=[CH:7][C:6](=[O:27])[CH:5]=1. Procedure details: To a −78° C. cooled solution of 2,2,6,6-tetramethylpiperidine (157 g) in THF (830 mL) was added n-butyllithium (1.6 M in hexane, 697 mL) over 45 min. After 25 min stirring at −78° C. a solution of intermediate 1.4 (63 g) in THF (200 mL) was added to the mixture over 25 min, followed by a solution of benzonitrile (47.9 mL) in THF (200 mL) over 30 min. The cooling bath was removed and the mixture was allowed to warm to −56° C. over 1.5 h. HCl (32%, 186.5 g) was added, followed by water (400 mL) an... As a reaction SMILES: [CH3:15][CH2:16][OH:17].[ClH:23].[NH2:18][C:19]#[N:20].[NH2:1][c:2]1[c:3](=[O:14])[nH:4][cH:5][c:6](-[c:8]2[n:9][cH:10][n:11][cH:12][cH:13]2)[cH:7]1.[NH4+:21].[OH-:22]>>[NH:1]([c:2]1[c:3](=[O:14])[nH:4][cH:5][c:6](-[c:8]2[n:9][cH:10][n:11][cH:12][cH:13]2)[cH:7]1)[C:19](=[NH:18])[NH2:20]. Starting materials: CCO, Cl, N#CN, Nc1cc(-c2ccncn2)c[nH]c1=O, [NH4+], [OH-]. The product is N=C(N)Nc1cc(-c2ccncn2)c[nH]c1=O.